This data is from the Open Reaction Database (ORD), a public repository of structured organic reaction records. The task is: describe an organic reaction: reactants, conditions, products, and yield Starting materials: Cc1ccc(N=C=O)cc1N1C(=O)c2ccc(Cl)cc2C1=O, OCc1ccccc1. The product is Cc1ccc(NC(=O)OCc2ccccc2)cc1N1C(=O)c2ccc(Cl)cc2C1=O. RXN SMILES: [N:1](=[C:2]=[O:3])[c:4]1[cH:5][c:6]([N:11]2[C:12](=[O:22])[c:13]3[c:14]([cH:17][c:18]([Cl:21])[cH:19][cH:20]3)[C:15]2=[O:16])[c:7]([CH3:10])[cH:8][cH:9]1.[OH:23][CH2:24][c:25]1[cH:26][cH:27][cH:28][cH:29][cH:30]1>>[NH:1]([C:2](=[O:3])[O:23][CH2:24][c:25]1[cH:26][cH:27][cH:28][cH:29][cH:30]1)[c:4]1[cH:5][c:6]([N:11]2[C:12](=[O:22])[c:13]3[c:14]([cH:17][c:18]([Cl:21])[cH:19][cH:20]3)[C:15]2=[O:16])[c:7]([CH3:10])[cH:8][cH:9]1. The reactants are C(C1=CC=CC=C1)OC1=CC(=CC2=C1C=C(O2)C=2N=C1SC(=NN1C2)[C@H](C)F)OC ((S)-6-(4-(benzyloxy)-6-methoxybenzofuran-2-yl)-2-(1-fluoroethyl)imidazo[2,1-b][1,3,4]thiadiazole), CC=1C(=C(C(=C(C1)C)C)C)C (pentamethylbenzene), ClCCl (dichloromethane), B(Cl)(Cl)Cl (boron trichloride), ClCCl (dichloromethane). Conditions: temperature -78 celsius, time 1 hour. Product: F[C@@H](C)C1=NN2C(S1)=NC(=C2)C=2OC=1C(C2)=C(C=C(C1)OC)O ((S)-2-(2-(1-Fluoroethyl)imidazo[2,1-b][1,3,4]thiadiazol-6-yl)-6-methoxybenzofuran-4-ol). RXN SMILES: C([O:8][C:9]1[C:14]2[CH:15]=[C:16]([C:18]3[N:19]=[C:20]4[N:24]([CH:25]=3)[N:23]=[C:22]([C@@H:26]([F:28])[CH3:27])[S:21]4)[O:17][C:13]=2[CH:12]=[C:11]([O:29][CH3:30])[CH:10]=1)C1C=CC=CC=1.CC1C(C)=C(C)C(C)=C(C)C=1.ClCCl.B(Cl)(Cl)Cl>>[F:28][C@H:26]([C:22]1[S:21][C:20]2=[N:19][C:18]([C:16]3[O:17][C:13]4[C:14](=[C:9]([OH:8])[CH:10]=[C:11]([O:29][CH3:30])[CH:12]=4)[CH:15]=3)=[CH:25][N:24]2[N:23]=1)[CH3:27]. Procedure details: A mixture of (S)-6-(4-(benzyloxy)-6-methoxybenzofuran-2-yl)-2-(1-fluoroethyl)imidazo[2,1-b][1,3,4]thiadiazole (Example 40B, 0.152 g, 0.359 mmol) and pentamethylbenzene (0.374 g, 2.52 mmol) in dichloromethane (24 ml, 373 mmol) was cooled to −78° C. under nitrogen atmosphere and then treated immediately (to avoid crystallization) with boron trichloride 1.0M in dichloromethane (1 ml, 1.000 mmol) added dropwise over 3 min. The resulting mixture was stirred at −78° C. for 1 h. The reaction mixture wa... Run at time 2 hour. The product is C1(=CC=CC=C1)C(C)(C)N1C[C@H](CC1)O ((3S)-1-(2-phenylpropan-2-yl)pyrrolidin-3-ol). Reported procedure: To a methanol (15 mL) solution of (3S)-1-(2-phenylpropan-2-yl)pyrrolidin-3-yl benzoate (2.50 g, 7.09 mmol) was added 4.0 M potassium hydroxide solution (3.19 mL, 12.8 mmol). The reaction mixture was stirred at room temperature for 2 hours and concentrated in vacuo. The residue was dissolved in dichloromethane (50 mL), washed with water (50 mL), dried (sodium sulfate), and concentrated in vacuo to afford the title compound as a white solid. This crude product was used in the subsequent step witho... The solvent is CO (methanol). Reaction SMILES: C([O:9][C@H:10]1[CH2:14][CH2:13][N:12]([C:15]([C:18]2[CH:23]=[CH:22][CH:21]=[CH:20][CH:19]=2)([CH3:17])[CH3:16])[CH2:11]1)(=O)C1C=CC=CC=1.[OH-].[K+]>CO>[C:18]1([C:15]([N:12]2[CH2:13][CH2:14][C@H:10]([OH:9])[CH2:11]2)([CH3:17])[CH3:16])[CH:19]=[CH:20][CH:21]=[CH:22][CH:23]=1 |f:1.2|. Reactants: C(C1=CC=CC=C1)(=O)O[C@@H]1CN(CC1)C(C)(C)C1=CC=CC=C1 ((3S)-1-(2-phenylpropan-2-yl)pyrrolidin-3-yl benzoate), [OH-].[K+] (potassium hydroxide). Reactants: COC(CBr)OC, COCCN, CCOC(C)=O, [K+], [K+], O=C([O-])[O-], CN(C)C=O. Yields the product COCCNCC(OC)OC. Reaction SMILES: [Br:12][CH2:13][CH:14]([O:15][CH3:16])[O:17][CH3:18].[CH3:1][O:2][CH2:3][CH2:4][NH2:5].[CH3:24][CH2:25][O:26][C:27](=[O:28])[CH3:29].[K+:6].[K+:7].[O-:8][C:9]([O-:10])=[O:11].[O:19]=[CH:20][N:21]([CH3:22])[CH3:23]>>[CH3:1][O:2][CH2:3][CH2:4][NH:5][CH2:13][CH:14]([O:15][CH3:16])[O:17][CH3:18]. The reactants are C(C)O (ethanol), [OH-].[Na+] (sodium hydroxide), copolymer, C(=C)N1C(CCC1)=O (N-vinylpyrrolidone), C(C)(=O)OC=C (vinyl acetate). Run in C(C)OCC (diethyl ether). Run at temperature 30 celsius, time 2 hour. The product is C(=C)N1C(CCC1)=O.C(C)(=O)OC=C (N-vinylpyrrolidone/vinyl acetate). Yield: 95.0%. As a reaction SMILES: C(O)C.[OH-].[Na+].[CH:6]([N:8]1[CH2:12][CH2:11][CH2:10][C:9]1=[O:13])=[CH2:7].[C:14]([O:17][CH:18]=[CH2:19])(=[O:16])[CH3:15]>C(OCC)C>[CH:6]([N:8]1[CH2:12][CH2:11][CH2:10][C:9]1=[O:13])=[CH2:7].[C:14]([O:17][CH:18]=[CH2:19])(=[O:16])[CH3:15] |f:1.2,6.7|. Procedure: Into a 2 liter round bottom flask 800 ml of ethanol, 12.8 g of sodium hydroxide pellets and 80 g of a copolymer composed of 70% N-vinylpyrrolidone and 30% vinyl acetate are introduced. The resulting reaction mixture is maintained with stirring at 30° C. for 2 hours and is then poured into 8 liters of diethyl ether to precipitate the desired polymer. After filtration the polymer is dried under reduced pressure. Yield: 95%. Reactants: COC=1C=C(C=CC1OC)C1=NNC([C@H]2CCCC[C@@H]12)=O ((cis)-4-(3,4-Dimethoxyphenyl)-4a,5,6,7,8,8a-hexahydro-2H-phthalazin-1-one), COC=1C=C(CCl)C=CC1 (3-methoxybenzylchloride), C(C1=CC=CC=C1)N1C([C@H]2CCCC[C@H]2C(=N1)C1=CC(=C(C=C1)OC)OC)=O ((cis)-2-Benzyl-4-(3,4-dimethoxyphenyl)-4a,5,6,7,8,8a-hexahydro-2H-phthalazin-1-one). The product is COC=1C=C(C=CC1OC)C1=NN(C([C@H]2CCCC[C@@H]12)=O)CC1=CC(=CC=C1)OC ((cis)-4-(3,4-Dimethoxyphenyl)-2-(3-methoxybenzyl)-4a,5,6,7,8,8a-hexahydro-2H-phthalazin-1-one). Reaction SMILES: [CH3:1][O:2][C:3]1[CH:4]=[C:5]([C:11]2[C@H:20]3[C@H:15]([CH2:16][CH2:17][CH2:18][CH2:19]3)[C:14](=[O:21])[NH:13][N:12]=2)[CH:6]=[CH:7][C:8]=1[O:9][CH3:10].[CH3:22][O:23][C:24]1[CH:25]=[C:26]([CH:29]=[CH:30][CH:31]=1)[CH2:27]Cl.C(N1N=C(C2C=CC(OC)=C(OC)C=2)[C@H]2[C@H](CCCC2)C1=O)C1C=CC=CC=1>>[CH3:1][O:2][C:3]1[CH:4]=[C:5]([C:11]2[C@H:20]3[C@H:15]([CH2:16][CH2:17][CH2:18][CH2:19]3)[C:14](=[O:21])[N:13]([CH2:27][C:26]3[CH:29]=[CH:30][CH:31]=[C:24]([O:23][CH3:22])[CH:25]=3)[N:12]=2)[CH:6]=[CH:7][C:8]=1[O:9][CH3:10]. Reported procedure: Prepared from compound 1 and 3-methoxybenzylchloride as described for compound 78. Crystallized from methanol. M.p. 115° C. Reactants: C1CCOC1, CP(C)C, CCOC(=O)C(C)=Cc1cc(F)c(Oc2ccc(S(=O)(=O)NCCOCCOCCOCCN=[N+]=[N-])cc2)c(F)c1, O. Product: CCOC(=O)C(C)=Cc1cc(F)c(Oc2ccc(S(=O)(=O)NCCOCCOCCOCCN)cc2)c(F)c1. Reaction SMILES: [CH2:46]1[O:47][CH2:48][CH2:49][CH2:50]1.[CH3:42][P:43]([CH3:44])[CH3:45].[N:1](=[N+:2]=[N-:3])[CH2:4][CH2:5][O:6][CH2:7][CH2:8][O:9][CH2:10][CH2:11][O:12][CH2:13][CH2:14][NH:15][S:16](=[O:17])(=[O:18])[c:19]1[cH:20][cH:21][c:22]([O:23][c:24]2[c:25]([F:39])[cH:26][c:27]([CH:31]=[C:32]([C:33](=[O:34])[O:35][CH2:36][CH3:37])[CH3:38])[cH:28][c:29]2[F:30])[cH:40][cH:41]1.[OH2:51]>>[NH2:1][CH2:4][CH2:5][O:6][CH2:7][CH2:8][O:9][CH2:10][CH2:11][O:12][CH2:13][CH2:14][NH:15][S:16](=[O:17])(=[O:18])[c:19]1[cH:20][cH:21][c:22]([O:23][c:24]2[c:25]([F:39])[cH:26][c:27]([CH:31]=[C:32]([C:33](=[O:34])[O:35][CH2:36][CH3:37])[CH3:38])[cH:28][c:29]2[F:30])[cH:40][cH:41]1.